The task is: describe an organic reaction: reactants, conditions, products, and yield. This data is from the Open Reaction Database (ORD), a public repository of structured organic reaction records. The reactants are OCCC(C1=CC=CC=C1)C1=C2C(=CNC2=CC(=C1)OC)C#N (4-(3-hydroxy-1-phenyl-propyl)-6-methoxy-1H-indole-3-carbonitrile), CNCCC(C1=CC=CC=C1)C=1C=C2C(=CNC2=CC1)C#N (5-(3-Methylamino-1-pheny-propyl)-1H-indole-3-carbonitrile). Product: COC1=CC(=C2C(=CNC2=C1)C#N)C(CCNC)C1=CC=CC=C1 (6-Methoxy-4-(3-methylamino-1-phenyl-propyl)-1H-indole-3-carbonitrile). RXN SMILES: O[CH2:2][CH2:3][CH:4]([C:11]1[CH:19]=[C:18]([O:20][CH3:21])[CH:17]=[C:16]2[C:12]=1[C:13]([C:22]#[N:23])=[CH:14][NH:15]2)[C:5]1[CH:10]=[CH:9][CH:8]=[CH:7][CH:6]=1.[CH3:24][NH:25]CCC(C1C=C2C(=CC=1)NC=C2C#N)C1C=CC=CC=1>>[CH3:21][O:20][C:18]1[CH:17]=[C:16]2[C:12]([C:13]([C:22]#[N:23])=[CH:14][NH:15]2)=[C:11]([CH:4]([C:5]2[CH:6]=[CH:7][CH:8]=[CH:9][CH:10]=2)[CH2:3][CH2:2][NH:25][CH3:24])[CH:19]=1. Procedure: 6-Methoxy-4-(3-methylamino-1-phenyl-propyl)-1H-indole-3-carbonitrile CXXXII (90 mg) was prepared from 4-(3-hydroxy-1-phenyl-propyl)-6-methoxy-1H-indole-3-carbonitrile using the procedure described above for preparation of 5-(3-Methylamino-1-pheny-propyl)-1H-indole-3-carbonitrile LXVI. MS (M+H)=320. The reactants are COC(=O)c1ccc(-n2c(C(=O)OC)c(-c3cc(OC)c(OC)c(OC)c3)c3ccccc3c2=O)cc1, CO, CCOC(C)=O, [Na+], [OH-], O. Yields the product COC(=O)c1c(-c2cc(OC)c(OC)c(OC)c2)c2ccccc2c(=O)n1-c1ccc(C(=O)O)cc1. RXN SMILES: [CH3:1][O:2][C:3](=[O:4])[c:5]1[n:6](-[c:28]2[cH:29][cH:30][c:31]([C:34](=[O:35])[O:36][CH3:37])[cH:32][cH:33]2)[c:7](=[O:27])[c:8]2[cH:9][cH:10][cH:11][cH:12][c:13]2[c:14]1-[c:15]1[cH:16][c:17]([O:25][CH3:26])[c:18]([O:23][CH3:24])[c:19]([O:21][CH3:22])[cH:20]1.[CH3:38][OH:39].[CH3:43][CH2:44][O:45][C:46](=[O:47])[CH3:48].[Na+:41].[OH-:40].[OH2:42]>>[CH3:1][O:2][C:3](=[O:4])[c:5]1[n:6](-[c:28]2[cH:29][cH:30][c:31]([C:34](=[O:35])[OH:36])[cH:32][cH:33]2)[c:7](=[O:27])[c:8]2[cH:9][cH:10][cH:11][cH:12][c:13]2[c:14]1-[c:15]1[cH:16][c:17]([O:25][CH3:26])[c:18]([O:23][CH3:24])[c:19]([O:21][CH3:22])[cH:20]1. The reactants are O=Cc1cc(Br)ccc1F, [H-], [Na+], CN(C)C=O, O=C(O)Cc1cccc(O)c1. Yields the product O=Cc1cc(Br)ccc1Oc1cccc(CC(=O)O)c1. Reaction SMILES: [Br:12][c:13]1[cH:14][cH:15][c:16]([F:21])[c:17]([CH:18]=[O:19])[cH:20]1.[H-:22].[Na+:23].[O:24]=[CH:25][N:26]([CH3:27])[CH3:28].[OH:1][C:2](=[O:3])[CH2:4][c:5]1[cH:6][cH:7][cH:8][c:9]([OH:10])[cH:11]1>>[OH:1][C:2](=[O:3])[CH2:4][c:5]1[cH:6][cH:7][cH:8][c:9]([O:10][c:16]2[cH:15][cH:14][c:13]([Br:12])[cH:20][c:17]2[CH:18]=[O:19])[cH:11]1. Reactants: C(C1CO1)OCCCCCCCCCCOCC(CCCC)CC (10-(2-ethylhexyloxy)decyl glycidyl ether), C(O)CN (ethanolamine), resultant mixture. The solvent is C(C)O (ethanol). Run at temperature 80 celsius. Yields the product OCCNCC(COCCCCCCCCCCOCC(CCCC)CC)O (1-(2-hydroxyethylamino)-3-[10-(2-ethylhexyloxy)decyloxy]-2-propanol). Isolated yield 68.4%. As a reaction SMILES: [CH2:1]([CH2:3][NH2:4])[OH:2].[CH2:5]([O:9][CH2:10][CH2:11][CH2:12][CH2:13][CH2:14][CH2:15][CH2:16][CH2:17][CH2:18][CH2:19][O:20][CH2:21][CH:22]([CH2:27][CH3:28])[CH2:23][CH2:24][CH2:25][CH3:26])[CH:6]1[O:8][CH2:7]1>C(O)C>[OH:2][CH2:1][CH2:3][NH:4][CH2:7][CH:6]([OH:8])[CH2:5][O:9][CH2:10][CH2:11][CH2:12][CH2:13][CH2:14][CH2:15][CH2:16][CH2:17][CH2:18][CH2:19][O:20][CH2:21][CH:22]([CH2:27][CH3:28])[CH2:23][CH2:24][CH2:25][CH3:26]. Procedure details: A 200-ml two-necked flask equipped with a stirrer, reflux tube and dropping funnel was charged with 32.7 g (0.54 mol) of ethanolamine and 10.1 g of ethanol. While heating and stirring the mixture at 80° C., 1.76 g (5.14 mmol) of 10-(2-ethylhexyloxy)decyl glycidyl ether were added dropwise over 2 hours. After the resultant mixture was heated and stirred further for 18 hours, it was concentrated under reduced pressure, and the resultant residue was purified by column chromatography on silica gel, ... The reactants are BrC=1C(=C(C=CC1)C=C1CCNCC1)CC (4-[(3-bromo-2-ethylphenyl)methylidene]piperidine), C([O-])([O-])=O.[K+].[K+] (potassium carbonate), BrCC(=O)OCC (ethyl bromoacetate). Run in C(C)(=O)OCC (ethyl acetate), CN(C=O)C (N,N-Dimethylformamide). Run at time 3 hour. The product is BrC=1C(=C(C=CC1)C=C1CCN(CC1)CC(=O)OCC)CC (ethyl {4-[(3-bromo-2-ethylphenyl)methylidene]-1-piperidinyl}acetate). The yield is 111.2%. RXN SMILES: [Br:1][C:2]1[C:3]([CH2:15][CH3:16])=[C:4]([CH:8]=[C:9]2[CH2:14][CH2:13][NH:12][CH2:11][CH2:10]2)[CH:5]=[CH:6][CH:7]=1.C(=O)([O-])[O-].[K+].[K+].Br[CH2:24][C:25]([O:27][CH2:28][CH3:29])=[O:26]>CN(C)C=O.C(OCC)(=O)C>[Br:1][C:2]1[C:3]([CH2:15][CH3:16])=[C:4]([CH:8]=[C:9]2[CH2:10][CH2:11][N:12]([CH2:24][C:25]([O:27][CH2:28][CH3:29])=[O:26])[CH2:13][CH2:14]2)[CH:5]=[CH:6][CH:7]=1 |f:1.2.3|. Reported procedure: To a solution of 4-[(3-bromo-2-ethylphenyl)methylidene]piperidine (D137) (0.53 g, 1.891 mmol) in N,N-Dimethylformamide (DMF) (10 mL) was added potassium carbonate (3.92 g, 28.4 mmol), followed by ethyl bromoacetate (0.190 mL, 1.702 mmol). The reaction solution was stirred at room temperature for 3 hours. The reaction solution was diluted with ethyl acetate, washed with water, dried over sodium sulphate, concentrated to afford ethyl {4-[(3-bromo-2-ethylphenyl)methylidene]-1-piperidinyl}acetate (D... Reactants: N1C(CCCC1)=O (piperidin-2-one), Cl (hydrochloric acid), [H-].[Na+] (NaH), CS(=O)(=O)OCC=1C2=C(N=C(N1)C)SC(=C2)C2CCCCC2 ((6-cyclohexyl-2-methylthieno[2,3-d]pyrimidin-4-yl)methyl methanesulfonate). Run in CN(C)C=O (DMF), C1CCOC1 (THF), O (water). Conditions: time 30 minute. The product is C1(CCCCC1)C1=CC2=C(N=C(N=C2CN2C(CCCC2)=O)C)S1 (1-[(6-cyclohexyl-2-methylthieno[2,3-d]pyrimidin-4-yl)methyl]piperidin-2-one). Isolated yield 8.6%. RXN SMILES: [NH:1]1[CH2:6][CH2:5][CH2:4][CH2:3][C:2]1=[O:7].[H-].[Na+].CS(O[CH2:15][C:16]1[C:17]2[CH:25]=[C:24]([CH:26]3[CH2:31][CH2:30][CH2:29][CH2:28][CH2:27]3)[S:23][C:18]=2[N:19]=[C:20]([CH3:22])[N:21]=1)(=O)=O.Cl>O.CN(C=O)C.C1COCC1>[CH:26]1([C:24]2[S:23][C:18]3[N:19]=[C:20]([CH3:22])[N:21]=[C:16]([CH2:15][N:1]4[CH2:6][CH2:5][CH2:4][CH2:3][C:2]4=[O:7])[C:17]=3[CH:25]=2)[CH2:27][CH2:28][CH2:29][CH2:30][CH2:31]1 |f:1.2|. Procedure: To a mixture of piperidin-2-one (100 mg), THF (4 mL), and DMF (1 mL) was added NaH (60% oil, 40 mg), followed by stirring at room temperature for 30 minutes, and then (6-cyclohexyl-2-methylthieno[2,3-d]pyrimidin-4-yl)methyl methanesulfonate (150 mg) was added thereto, followed by further stirring at room temperature for 1 hour. To the reaction mixture were added water and 1 M hydrochloric acid, followed by extraction with EtOAc. The organic layer was washed with brine, dried over MgSO4, and then... Starting materials: N1CCCC1 (pyrrolidine), O (Water), C(C)OC(C1=CN=C(C(=C1)Cl)Cl)=O (5,6-dichloronicotinic acid ethyl ester), N1CCCC1 (pyrrolidine), C([O-])([O-])=O.[K+].[K+] (potassium carbonate). Reagents/catalysts: [Cu] (copper). Solvent: CN(C)C=O (DMF). Run at temperature 130 celsius. The product is ClC=1C=C(C=NC1N1CCCC1)C(=O)OCC (Ethyl 5-chloro-6-(1-pyrrolidinyl)-3-pyridinecarboxylate). Yield: 91.2%. Reaction SMILES: [CH2:1]([O:3][C:4](=[O:13])[C:5]1[CH:10]=[C:9]([Cl:11])[C:8](Cl)=[N:7][CH:6]=1)[CH3:2].[NH:14]1[CH2:18][CH2:17][CH2:16][CH2:15]1.C(=O)([O-])[O-].[K+].[K+].O>CN(C=O)C.[Cu]>[Cl:11][C:9]1[CH:10]=[C:5]([C:4]([O:3][CH2:1][CH3:2])=[O:13])[CH:6]=[N:7][C:8]=1[N:14]1[CH2:18][CH2:17][CH2:16][CH2:15]1 |f:2.3.4|. Procedure: A mixture of 5,6-dichloronicotinic acid ethyl ester (1.00 g, 4.57 mmol), pyrrolidine (325 mg, 4.57 mmol), potassium carbonate (632 mg, 4.57 mmol) and copper powder (34 mg) in DMF (6.8 mL) was heated at 130° C. in the microwave for 20 min. Further pyrrolidine (163 mg, 2.29 mmol) was added and the reaction heated at 130° C. for 20 min. Water (7 mL) was added and the mixture extracted with ethyl acetate (2×14 mL). The combined organic extracts were washed with water (7 mL) and brine (7 mL) before b...